Dataset: the Open Reaction Database (ORD), a public repository of structured organic reaction records. Task: describe an organic reaction: reactants, conditions, products, and yield The reactants are C(C)(C)(C)C=1C=C(C=O)C=C(C1O)C(C)(C)C (3,5-di-t-butyl-4-hydroxybenzaldehyde), acid, N1=CC(=CC=C1)CC(=O)OCC (Ethyl 3-pyridylacetate), N1CCCCC1 (piperidine). The solvent is C(C)O (ethanol). Yields the product C(C)(C)(C)C=1C=C(C=C(C1O)C(C)(C)C)C=C(C(=O)OCC)C=1C=NC=CC1 (ethyl 3-(3,5-di-t-butyl-4-hydroxyphenyl)-2-(3-pyridyl)propenoate). Isolated yield 46.6%. RXN SMILES: [C:1]([C:5]1[CH:6]=[C:7]([CH:10]=[C:11]([C:14]([CH3:17])([CH3:16])[CH3:15])[C:12]=1[OH:13])[CH:8]=O)([CH3:4])([CH3:3])[CH3:2].[N:18]1[CH:23]=[CH:22][CH:21]=[C:20]([CH2:24][C:25]([O:27][CH2:28][CH3:29])=[O:26])[CH:19]=1.N1CCCCC1>C(O)C>[C:14]([C:11]1[CH:10]=[C:7]([CH:8]=[C:24]([C:20]2[CH:19]=[N:18][CH:23]=[CH:22][CH:21]=2)[C:25]([O:27][CH2:28][CH3:29])=[O:26])[CH:6]=[C:5]([C:1]([CH3:4])([CH3:3])[CH3:2])[C:12]=1[OH:13])([CH3:17])([CH3:16])[CH3:15]. Procedure details: Here, 3,5-di-t-butyl-4-hydroxybenzaldehyde (223 g, 0.952 mol), Ethyl 3-pyridylacetate (157.2 g, 0.952 mol), piperidine (81 g, 0.952 mol) and p-tolunesulfonic acid (0.5 g) are combined in ethanol (2,400 ml) and heated at reflux for 48 hours. The reaction mixture is allowed to cool to room temperature and then stirred on an ice bath, whereupon the product begins to crystallize. The mixture is stored in the freezer overnight, filtered and rinsed with cold ethanol-water (1:1). The product is dried, ... The reactants are CS(=O)(=O)C1=CC(=C(C=C1)F)Cl (3-Chloro-4-fluorophenyl methyl sulfone), C([O-])([O-])=O.[K+].[K+] (potassium carbonate), OC1=C(C=CC(=C1)C(F)(F)F)CCC(=O)OC(C)(C)C (tert-Butyl 3-[2-hydroxy-4-(trifluoromethyl)phenyl]propanoate). The solvent is CN1CCCC1=O (NMP). Conditions: time 2 hour. The product is ClC1=C(OC2=C(C=CC(=C2)C(F)(F)F)CCC(=O)O)C=CC(=C1)S(=O)(=O)C (3-[2-[2-Chloro-4-(methylsulfonyl)phenoxy]-4-(trifluoromethyl)phenyl]propanoic acid). RXN SMILES: [OH:1][C:2]1[CH:7]=[C:6]([C:8]([F:11])([F:10])[F:9])[CH:5]=[CH:4][C:3]=1[CH2:12][CH2:13][C:14]([O:16]C(C)(C)C)=[O:15].[CH3:21][S:22]([C:25]1[CH:30]=[CH:29][C:28](F)=[C:27]([Cl:32])[CH:26]=1)(=[O:24])=[O:23].C(=O)([O-])[O-].[K+].[K+]>CN1C(=O)CCC1>[Cl:32][C:27]1[CH:26]=[C:25]([S:22]([CH3:21])(=[O:24])=[O:23])[CH:30]=[CH:29][C:28]=1[O:1][C:2]1[CH:7]=[C:6]([C:8]([F:9])([F:10])[F:11])[CH:5]=[CH:4][C:3]=1[CH2:12][CH2:13][C:14]([OH:16])=[O:15] |f:2.3.4|. Reported procedure: A mixture of the product from step (v) (0.6 g), the product from step (vii) (0.43 g) and potassium carbonate (0.285 g) in NMP (10 ml) was heated at 70° C. for 4 h. The mixture was partitioned between diethylether and water, the organic layer dried, and the solvent evaporated under reduced pressure. The residue was dissolved in 50% DCM/trifluoroacetic acid (20 ml) and stirred at RT for 2 h. The solvent was evaporated under reduced pressure and the residue purified by RPHPLC, yield 0.175 g The reactants are CC1c2c(ccc3[nH]ccc23)OCCN1C(=O)OC(C)(C)C, Cc1oncc1S(=O)(=O)Cl, [H-], [Na+], CN(C)C=O. Product: Cc1oncc1S(=O)(=O)n1ccc2c3c(ccc21)OCCN(C(=O)OC(C)(C)C)C3C. RXN SMILES: [CH3:1][CH:2]1[N:3]([C:16](=[O:17])[O:18][C:19]([CH3:20])([CH3:21])[CH3:22])[CH2:4][CH2:5][O:6][c:7]2[c:8]1[c:9]1[cH:10][cH:11][nH:12][c:13]1[cH:14][cH:15]2.[CH3:25][c:26]1[c:27]([S:31](=[O:32])(=[O:33])[Cl:34])[cH:28][n:29][o:30]1.[H-:23].[Na+:24].[O:35]=[CH:36][N:37]([CH3:38])[CH3:39]>>[CH3:1][CH:2]1[N:3]([C:16](=[O:17])[O:18][C:19]([CH3:20])([CH3:21])[CH3:22])[CH2:4][CH2:5][O:6][c:7]2[c:8]1[c:9]1[cH:10][cH:11][n:12]([S:31]([c:27]3[c:26]([CH3:25])[o:30][n:29][cH:28]3)(=[O:32])=[O:33])[c:13]1[cH:14][cH:15]2. Reactants: C=NS(=O)=O (methylene sulfonamide), C([O-])([O-])=O.[K+].[K+] (potassium carbonate), C(C)NC(O)=O.BrCCNCCBr (bis-(2-bromoethyl)amine ethyl carbamate), CN(C=O)C (dimethylformamide), FC(C1=CC=C(OC2CCN(CC2)S(=O)(=O)C(C(=O)OC)CC)C=C1)(F)F (methyl 2-[[4-[4-(trifluoromethyl)phenoxy]-1-piperidinyl]-sulfonyl]butanoate), C([O-])([O-])=O.[K+].[K+] (potassium carbonate). Conditions: temperature 60 celsius. The product is ethyl acetate hexanes, ONC(C(CC)S(=O)(=O)N1CCC(CC1)OC1=CC=C(C=C1)C(F)(F)F)=O (N-hydroxy-2-[[4-[4-(trifluoromethyl)phenoxy]-1-piperidinyl]-sulfonyl]butanamide). Yield: 10.0%. Reaction SMILES: [F:1][C:2]([F:27])([F:26])[C:3]1[CH:25]=[CH:24][C:6]([O:7][CH:8]2[CH2:13][CH2:12][N:11]([S:14]([CH:17]([CH2:22][CH3:23])C(OC)=O)(=[O:16])=[O:15])[CH2:10][CH2:9]2)=[CH:5][CH:4]=1.C=NS(=O)=[O:31].C(=O)([O-])[O-].[K+].[K+].C(NC(=O)O)C.BrCCNCCBr.C[N:53](C)[CH:54]=[O:55]>>[OH:31][NH:53][C:54](=[O:55])[CH:17]([S:14]([N:11]1[CH2:12][CH2:13][CH:8]([O:7][C:6]2[CH:24]=[CH:25][C:3]([C:2]([F:26])([F:27])[F:1])=[CH:4][CH:5]=2)[CH2:9][CH2:10]1)(=[O:16])=[O:15])[CH2:22][CH3:23] |f:2.3.4,5.6|. Reported procedure: Part F: Preparation of methyl 2-[[4-[4-(trifluoromethyl)phenoxy]-1-piperidinyl]-sulfonyl]butanoate. To a solution of the methylene sulfonamide from Part E (6.15 g, 16 mmol) in dimethylformamide (32 mL) were added potassium carbonate (7.8 g, 56.6 mmol), bis-(2-bromoethyl)amine ethyl carbamate (3.0 g, 10.75 mmol; partially purified) and 18-Crown-6 (500 mg). The resulting slurry was stirred at 60° C. After sixteen hr, potassium carbonate (2.0 g, 14 mmol) was added and the reaction stirred at 60° C.... Starting materials: O=C([O-])[O-], C1COCCO1, Cc1ccc(C(=O)NC2(c3ccccn3)CC2)cc1B1OC(C)(C)C(C)(C)O1, [Cs+], [Cs+], CCN(c1cn2nc(-c3ccc(F)cc3)c(C(=O)NC)c2cc1OS(=O)(=O)C(F)(F)F)S(C)(=O)=O, O. Yields the product CCN(c1cn2nc(-c3ccc(F)cc3)c(C(=O)NC)c2cc1-c1cc(C(=O)NC2(c3ccccn3)CC2)ccc1C)S(C)(=O)=O. Reaction SMILES: [C:64](=[O:65])([O-:66])[O-:67].[CH2:70]1[O:71][CH2:72][CH2:73][O:74][CH2:75]1.[CH3:36][c:37]1[c:38]([B:55]2[O:56][C:57]([CH3:58])([CH3:59])[C:60]([CH3:61])([CH3:62])[O:63]2)[cH:39][c:40]([C:41](=[O:42])[NH:43][C:44]2([c:47]3[n:48][cH:49][cH:50][cH:51][cH:52]3)[CH2:45][CH2:46]2)[cH:53][cH:54]1.[Cs+:68].[Cs+:69].[F:1][C:2]([F:3])([F:4])[S:5]([O:6][c:7]1[cH:8][c:9]2[n:10]([cH:11][c:12]1[N:13]([S:14](=[O:15])(=[O:16])[CH3:17])[CH2:18][CH3:19])[n:20][c:21](-[c:27]1[cH:28][cH:29][c:30]([F:33])[cH:31][cH:32]1)[c:22]2[C:23]([NH:24][CH3:25])=[O:26])(=[O:34])=[O:35].[OH2:76]>>[c:7]1(-[c:38]2[c:37]([CH3:36])[cH:54][cH:53][c:40]([C:41](=[O:42])[NH:43][C:44]3([c:47]4[n:48][cH:49][cH:50][cH:51][cH:52]4)[CH2:45][CH2:46]3)[cH:39]2)[cH:8][c:9]2[n:10]([cH:11][c:12]1[N:13]([S:14](=[O:15])(=[O:16])[CH3:17])[CH2:18][CH3:19])[n:20][c:21](-[c:27]1[cH:28][cH:29][c:30]([F:33])[cH:31][cH:32]1)[c:22]2[C:23]([NH:24][CH3:25])=[O:26]. Starting materials: CCCCCCCCCCC(=O)Cl, CC#N, Cl, C1CCC2=NCCCN2CC1, NCc1cccc2c1C(=O)N(C1CCC(=O)NC1=O)C2=O. Yields the product CCCCCCCCCCC(=O)NCc1cccc2c1C(=O)N(C1CCC(=O)NC1=O)C2=O. Reaction SMILES: [C:34]([CH2:35][CH2:36][CH2:37][CH2:38][CH2:39][CH2:40][CH2:41][CH2:42][CH2:43][CH3:44])(=[O:45])[Cl:46].[CH3:47][C:48]#[N:49].[ClH:12].[N:1]12[CH2:2][CH2:3][CH2:4][N:5]=[C:6]1[CH2:7][CH2:8][CH2:9][CH2:10][CH2:11]2.[NH2:13][CH2:14][c:15]1[c:16]2[c:20]([cH:21][cH:22][cH:23]1)[C:19](=[O:24])[N:18]([CH:25]1[C:26](=[O:32])[NH:27][C:28](=[O:31])[CH2:29][CH2:30]1)[C:17]2=[O:33]>>[NH:13]([CH2:14][c:15]1[c:16]2[c:20]([cH:21][cH:22][cH:23]1)[C:19](=[O:24])[N:18]([CH:25]1[C:26](=[O:32])[NH:27][C:28](=[O:31])[CH2:29][CH2:30]1)[C:17]2=[O:33])[C:34]([CH2:35][CH2:36][CH2:37][CH2:38][CH2:39][CH2:40][CH2:41][CH2:42][CH2:43][CH3:44])=[O:45].